Dataset: the Open Reaction Database (ORD), a public repository of structured organic reaction records. Task: describe an organic reaction: reactants, conditions, products, and yield The reactants are CN1C(C2=CC=C(C=C2C=C1)C)=O (2,6-Dimethylisoquinolin-1-one), BrBr (Br2). The solvent is C(C)(=O)O (acetic acid), C(C)(=O)O (acetic acid). The product is BrC1=CN(C(C2=CC=C(C=C12)C)=O)C (4-bromo-2,6-dimethylisoquinolin-1-one). Isolated yield 95.9%. As a reaction SMILES: [CH3:1][N:2]1[CH:11]=[CH:10][C:9]2[C:4](=[CH:5][CH:6]=[C:7]([CH3:12])[CH:8]=2)[C:3]1=[O:13].[Br:14]Br>C(O)(=O)C>[Br:14][C:10]1[C:9]2[C:4](=[CH:5][CH:6]=[C:7]([CH3:12])[CH:8]=2)[C:3](=[O:13])[N:2]([CH3:1])[CH:11]=1. Procedure: 2,6-Dimethylisoquinolin-1-one (120.0 mg, 0.60 mmol) in acetic acid (4 mL) was treated with Br2 (96 mg, 0.6 mmol) in acetic acid (0.6 mL) at 0° C. in a manner similar to Example 72, step 2. Isolation, also in a similar manner, gave the title compound (145.0 mg, 82.9%) as a white yellow solid. 1H NMR (CDCl3, 400 MHz) δ 8.33 (d, J=8.0 Hz, 1H), 7.60 (s, 1H), 7.37 (d, J=8.0 Hz, 1H), 7.35 (s, 1H), 3.60 (s, 3H), 2.54 (s, 3H). LCMS: 252.1 (M+H)+ Reactants: C(C)(C)(C)OC(=O)N(C=1SC(=C(N1)C=O)C(=O)OCC)C(=O)OC(C)(C)C (Ethyl 2-[bis(tert-butoxycarbonyl)amino]-4-formyl-1,3-thiazole-5-carboxylate), C(C)[Mg]Br (ethylmagnesium bromide). The reagents and catalysts are [Br-].C(CCC)[N+](CCCC)(CCCC)CCCC (tetrabutylammonium bromide). Run in C(C)OCC (diethyl ether), C(C)OCC (Diethyl ether). Conditions: temperature -78 celsius, time 1 hour. Yields the product C(C)(C)(C)OC(=O)N(C=1SC(=C(N1)C(CC)O)C(=O)OCC)C(=O)OC(C)(C)C (Ethyl 2-[bis(tert-butoxycarbonyl)amino]-4-(1-hydroxypropyl)-1,3-thiazole-5-carboxylate). Yield: 33.0%. RXN SMILES: [C:1]([O:5][C:6]([N:8]([C:21]([O:23][C:24]([CH3:27])([CH3:26])[CH3:25])=[O:22])[C:9]1[S:10][C:11]([C:16]([O:18][CH2:19][CH3:20])=[O:17])=[C:12]([CH:14]=[O:15])[N:13]=1)=[O:7])([CH3:4])([CH3:3])[CH3:2].[CH2:28]([Mg]Br)[CH3:29]>C(OCC)C.[Br-].C([N+](CCCC)(CCCC)CCCC)CCC>[C:1]([O:5][C:6]([N:8]([C:21]([O:23][C:24]([CH3:26])([CH3:25])[CH3:27])=[O:22])[C:9]1[S:10][C:11]([C:16]([O:18][CH2:19][CH3:20])=[O:17])=[C:12]([CH:14]([OH:15])[CH2:28][CH3:29])[N:13]=1)=[O:7])([CH3:4])([CH3:2])[CH3:3] |f:3.4|. Procedure: Ethyl 2-[bis(tert-butoxycarbonyl)amino]-4-formyl-1,3-thiazole-5-carboxylate obtained in Example (62d) (915.5 mg, 2.29 mmol) was dissolved in diethyl ether (30 mL), followed by cooling to −78° C. Then, tetrabutylammonium bromide (890 mg, 2.76 mmol) and ethylmagnesium bromide (1 M solution in THF, 2.8 mL) were added, and the mixture was stirred for one hour. Diethyl ether was added to the reaction solution, and the organic layer was washed with brine and dried over anhydrous sodium sulfate. Follow... Reactants: CCO, [H][H], CN(C)S(=O)(=O)c1cc(F)ccc1CN=[N+]=[N-]. Product: CN(C)S(=O)(=O)c1cc(F)ccc1CN. As a reaction SMILES: [CH3:20][CH2:21][OH:22].[H:18][H:19].[N:1](=[N+:2]=[N-:3])[CH2:4][c:5]1[c:6]([S:12](=[O:13])(=[O:14])[N:15]([CH3:16])[CH3:17])[cH:7][c:8]([F:11])[cH:9][cH:10]1>>[NH2:1][CH2:4][c:5]1[c:6]([S:12](=[O:13])(=[O:14])[N:15]([CH3:16])[CH3:17])[cH:7][c:8]([F:11])[cH:9][cH:10]1. Yields the product Cl.C(C1=CC=CC=C1)OC(CNCCC1=CC=CC=C1)=O (N-Phenethylglycine benzyl ester hydrochloride). RXN SMILES: [CH2:1]([O:8][C:9](=[O:12])[CH2:10]Br)[C:2]1[CH:7]=[CH:6][CH:5]=[CH:4][CH:3]=1.[CH2:13]([NH2:21])[CH2:14][C:15]1[CH:20]=[CH:19][CH:18]=[CH:17][CH:16]=1.[Cl:22]Cl>C(Cl)Cl>[ClH:22].[CH2:1]([O:8][C:9](=[O:12])[CH2:10][NH:21][CH2:13][CH2:14][C:15]1[CH:20]=[CH:19][CH:18]=[CH:17][CH:16]=1)[C:2]1[CH:7]=[CH:6][CH:5]=[CH:4][CH:3]=1 |f:4.5|. Reaction conditions: temperature 0 celsius. Procedure details: A solution of benzyl-2-bromoacetate (3.3 ml, 20.0 mmol) in CH2 Cl2 (30 ml) was added drop-wise to a solution of phenethylamine (12.6 ml, 100 mmol) in CH2Cl2 (30 ml) stirring at 0° C. After warming to room temperature the reaction was stirred for 24 hours, then filtered and the solvent evaporated in vacuo. The resulting residue was dissolved in ethyl acetate, and washed with brine and dried over sodium sulfate. The ethyl acetate was evaporated in vacuo. The crude material was purified using silic... Run in C(Cl)Cl (CH2Cl2). Reactants: C(C1=CC=CC=C1)OC(CBr)=O (benzyl-2-bromoacetate), C(CC1=CC=CC=C1)N (phenethylamine), ClCl (Cl2). Starting materials: CC1=C(C(=CC=C1C)N)N (3,4-dimethylbenzene-1,2-diamine), C(=O)(O)[O-].[Na+] (NaHCO3). Solvent: C(=O)O (formic acid), O (water). Product: CC1=C(C=CC=2NC=NC21)C (4,5-dimethyl-1H-benzo[d]imidazole). Reaction SMILES: [CH3:1][C:2]1[C:7]([CH3:8])=[CH:6][CH:5]=[C:4]([NH2:9])[C:3]=1[NH2:10].[C:11]([O-])(O)=O.[Na+]>C(O)=O.O>[CH3:1][C:2]1[C:3]2[N:10]=[CH:11][NH:9][C:4]=2[CH:5]=[CH:6][C:7]=1[CH3:8] |f:1.2|. Reported procedure: 3,4-dimethylbenzene-1,2-diamine (300 mg) in 3 mL formic acid was irradiated in a microwave reactor at 150° C. for 5 min. The mixture was diluted with water, neutralized with sat. NaHCO3, then extracted with EtOAc (3×). The organic phase was washed with water and brine, dried (Na2SO4), filtered through a 1″ pad of silica gel and concentrated to afford 320 mg of Intermediate 178.1 as a tan solid. LCMS (2 min gradient) RT=0.90 min, 147.0 (M+H)+.